From a dataset of the Open Reaction Database (ORD), a public repository of structured organic reaction records. describe an organic reaction: reactants, conditions, products, and yield Reactants: BrC1=CC=C(C=C1)C1(CCC1)C#N (1-(4-bromophenyl)cyclobutanecarbonitrile), C(CCC)[Li] (n-butyllithium), Cl (HCl), CON(C(C)=O)C (N-methoxy-N-methyl-acetamide). The solvent is C1CCOC1 (THF), [Cl-].[Na+].O (brine). Conditions: time 10 minute. Product: C(C)(=O)C1=CC=C(C=C1)C1(CCC1)C#N (1-(4-acetylphenyl)cyclobutanecarbonitrile). Isolated yield 56.9%. As a reaction SMILES: Br[C:2]1[CH:7]=[CH:6][C:5]([C:8]2([C:12]#[N:13])[CH2:11][CH2:10][CH2:9]2)=[CH:4][CH:3]=1.C([Li])CCC.CON(C)[C:22](=[O:24])[CH3:23].Cl>C1COCC1.[Cl-].[Na+].O>[C:22]([C:2]1[CH:7]=[CH:6][C:5]([C:8]2([C:12]#[N:13])[CH2:11][CH2:10][CH2:9]2)=[CH:4][CH:3]=1)(=[O:24])[CH3:23] |f:5.6.7|. Procedure: To a stirred solution of 1-(4-bromophenyl)cyclobutanecarbonitrile (2.8 g, 11.9 mmol) in anhydrous THF (70 mL) at −78° C. is added n-butyllithium (2 M in c-hexane) (7.44 mL, 14.9 mmol). The reaction mixture is stirred at that temperature 10 min., then N-methoxy-N-methyl-acetamide (2.50 mL, 23.8 mmol) is added and the solution is then left to warm-up to room temperature over 1 h. A mixture of brine (30 mL) and 1 N HCl (15 mL) is then slowly added and the solution is extracted with EtOAc (3×100 mL)... The reactants are ClC1=CC(=NC=2N1N=C(C2CC2=CC=CC1=CC=CC=C21)C)N2CCOCC2 (7-chloro-2-methyl-5-(4-morpholinyl)-3-(1-naphthalenylmethyl) pyrazolo[1,5-a]pyrimidine), N1C=NC=C1 (imidazole), P(=O)([O-])([O-])[O-].[K+].[K+].[K+] (potassium phosphate), CN[C@@H]1CCCC[C@H]1NC ((1R,2R)-diaminomethylcyclohexane). Reagents/catalysts: [Cu]I (copper(I) iodide). The solvent is O1CCOCC1 (1,4-Dioxane). Conditions: temperature 100 celsius, time 5 day. The product is N1(C=NC=C1)C1=CC(=NC=2N1N=C(C2CC2=CC=CC1=CC=CC=C21)C)N2CCOCC2 (4-(7-(1H-imidazol-1-yl)-2-methyl-3-(naphthalen-1-ylmethyl)pyrazolo[1,5-a]pyrimidin-5-yl)morpholine). Yield: 14.8%. As a reaction SMILES: Cl[C:2]1[N:7]2[N:8]=[C:9]([CH3:22])[C:10]([CH2:11][C:12]3[C:21]4[C:16](=[CH:17][CH:18]=[CH:19][CH:20]=4)[CH:15]=[CH:14][CH:13]=3)=[C:6]2[N:5]=[C:4]([N:23]2[CH2:28][CH2:27][O:26][CH2:25][CH2:24]2)[CH:3]=1.[NH:29]1[CH:33]=[CH:32][N:31]=[CH:30]1.P([O-])([O-])([O-])=O.[K+].[K+].[K+].CN[C@H]1[C@H](NC)CCCC1>O1CCOCC1.[Cu]I>[N:29]1([C:2]2[N:7]3[N:8]=[C:9]([CH3:22])[C:10]([CH2:11][C:12]4[C:21]5[C:16](=[CH:17][CH:18]=[CH:19][CH:20]=5)[CH:15]=[CH:14][CH:13]=4)=[C:6]3[N:5]=[C:4]([N:23]3[CH2:28][CH2:27][O:26][CH2:25][CH2:24]3)[CH:3]=2)[CH:33]=[CH:32][N:31]=[CH:30]1 |f:2.3.4.5|. Procedure: A 20 mL microwave vial was charged with 7-chloro-2-methyl-5-(4-morpholinyl)-3-(1-naphthalenylmethyl) pyrazolo[1,5-a]pyrimidine (200 mg, 0.509 mmol), imidazole (243 mg, 3.56 mmol), potassium phosphate (324 mg, 1.527 mmol), copper(I) iodide (58.2 mg, 0.305 mmol) and (1R,2R)-diaminomethylcyclohexane (87 mg, 0.611 mmol) in 1,4-Dioxane (5 mL). The reaction was purged with nitrogen and sealed. The reaction mixture was stirred at 100° C. for 5 days. After cooling the reaction, EtOAc (30 mL) was added i...